This data is from the Open Reaction Database (ORD), a public repository of structured organic reaction records. The task is: describe an organic reaction: reactants, conditions, products, and yield Reactants: COC(=O)C(C)(O)c1ccc(OCc2nc3ccc(OC)cc3n2C)cc1, Cl, C1COCCO1. Product: COc1ccc2nc(COc3ccc(C(C)(O)C(=O)O)cc3)n(C)c2c1. RXN SMILES: [CH3:1][n:2]1[c:3]([CH2:13][O:14][c:15]2[cH:16][cH:17][c:18]([C:21]([C:22](=[O:23])[O:24][CH3:25])([OH:26])[CH3:27])[cH:19][cH:20]2)[n:4][c:5]2[c:6]1[cH:7][c:8]([O:11][CH3:12])[cH:9][cH:10]2.[ClH:28].[O:29]1[CH2:30][CH2:31][O:32][CH2:33][CH2:34]1>>[CH3:1][n:2]1[c:3]([CH2:13][O:14][c:15]2[cH:16][cH:17][c:18]([C:21]([C:22](=[O:23])[OH:24])([OH:26])[CH3:27])[cH:19][cH:20]2)[n:4][c:5]2[c:6]1[cH:7][c:8]([O:11][CH3:12])[cH:9][cH:10]2. Reactants: C(C)(C)(C)OC(=O)NC1=CC=C(C=C1)CCOC1=CC=C(C=C1)CC(C(=O)OCC)OCC (ethyl 3-{4-[2-(4-tert-butoxycarbonylaminophenyl)ethoxy]phenyl)-2-ethoxypropanoate), [BH4-].[Na+] (sodium borohydride). Solvent: C(C)(=O)OCC (ethyl acetate). Yields the product C(C)(C)(C)OC(=O)NC1=CC=C(C=C1)CCOC1=CC=C(C=C1)CC(CO)OCC (3-{4-[2-(4-tert-Butoxycarbonylaminophenyl)ethoxy]phenyl}-2-ethoxypropanol). The yield is 55.4%. Reaction SMILES: [C:1]([O:5][C:6]([NH:8][C:9]1[CH:14]=[CH:13][C:12]([CH2:15][CH2:16][O:17][C:18]2[CH:23]=[CH:22][C:21]([CH2:24][CH:25]([O:31][CH2:32][CH3:33])[C:26](OCC)=[O:27])=[CH:20][CH:19]=2)=[CH:11][CH:10]=1)=[O:7])([CH3:4])([CH3:3])[CH3:2].[BH4-].[Na+]>C(OCC)(=O)C>[C:1]([O:5][C:6]([NH:8][C:9]1[CH:14]=[CH:13][C:12]([CH2:15][CH2:16][O:17][C:18]2[CH:23]=[CH:22][C:21]([CH2:24][CH:25]([O:31][CH2:32][CH3:33])[CH2:26][OH:27])=[CH:20][CH:19]=2)=[CH:11][CH:10]=1)=[O:7])([CH3:4])([CH3:3])[CH3:2] |f:1.2|. Reported procedure: The compound was synthesised in an analogous method to Example 1 using ethyl 3-{4-[2-(4-tert-butoxycarbonylaminophenyl)ethoxy]phenyl)-2-ethoxypropanoate (0.994 g, 2.172 mmol) and sodium borohydride (0.164 g, 4.34 mmol). The reaction was quenched after 21 hours and the product was extracted with ethyl acetate. The organic phase was washed with sodium sulfite and brine, dried (sodium sulfate), filtered and solvent was evaporated in vacuo. The crude product was purified by chromatography on silica ... The reactants are C(C)N1C(CC2=CC=CC(=C12)F)=O (1-Ethyl-7-fluoro-1,3-dihydro-indol-2-one), [N+](=O)([O-])[O-].[Na+] (sodium nitrate). The solvent is FC(C(=O)O)(F)F (trifluoroacetic acid), ice water. Reaction conditions: time 5 hour. The product is C(C)N1C(CC2=CC(=CC(=C12)F)[N+](=O)[O-])=O (1-ethyl-7-fluoro-5-nitro-1,3-dihydro-indol-2-one). RXN SMILES: [CH2:1]([N:3]1[C:11]2[C:6](=[CH:7][CH:8]=[CH:9][C:10]=2[F:12])[CH2:5][C:4]1=[O:13])[CH3:2].[N+:14]([O-])([O-:16])=[O:15].[Na+]>FC(F)(F)C(O)=O>[CH2:1]([N:3]1[C:11]2[C:6](=[CH:7][C:8]([N+:14]([O-:16])=[O:15])=[CH:9][C:10]=2[F:12])[CH2:5][C:4]1=[O:13])[CH3:2] |f:1.2|. Reported procedure: 1-Ethyl-7-fluoro-1,3-dihydro-indol-2-one (3.45 g, 19.3 mmol) is added portionwise to a mixture of sodium nitrate (1.64 g, 19.3 mmol) and trifluoroacetic acid (60 ml) and stirred at room temperature for 5 hours. The reaction is diluted with ice water and the resulting precipitate filtered, washed with water, and dried under vacuum to give the title compound as a brownish-yellow solid. HPLC r.t. 4.88 min; MS for C10H9FN2O3 m/z 223.0 (M-H)−. Reactants: C(C)OC(=O)C1=NN(C(N1CC(C(C)(C)C)=O)=O)C(C)(C)C (1-tert-butyl-4-(3,3-dimethyl-2-oxo-butyl)-5-oxo-4,5-dihydro-1H-[1,2,4]triazole-3-carboxylic acid ethyl ester), C(C)(=O)[O-].[NH4+] (ammonium acetate). Run in CO (MeOH). Product: C(C)(C)(C)N1N=C2N(C=C(NC2=O)C(C)(C)C)C1=O (2,6-di-tert-butyl-2H,7H-[1,2,4]triazolo[4,3-a]pyrazine-3,8-dione). As a reaction SMILES: C([O:3][C:4]([C:6]1[N:10]([CH2:11][C:12](=O)[C:13]([CH3:16])([CH3:15])[CH3:14])[C:9](=[O:18])[N:8]([C:19]([CH3:22])([CH3:21])[CH3:20])[N:7]=1)=O)C.C([O-])(=O)C.[NH4+:27]>CO>[C:19]([N:8]1[C:9](=[O:18])[N:10]2[CH:11]=[C:12]([C:13]([CH3:16])([CH3:15])[CH3:14])[NH:27][C:4](=[O:3])[C:6]2=[N:7]1)([CH3:22])([CH3:21])[CH3:20] |f:1.2|. Procedure: A solution of 8.60 g of the product of Step C and 21.30 g of ammonium acetate in MeOH was heated in a sealed system at 100° C. for 24 h. The solution was cooled to ambient temperature and concentrated to leave an oil that was partitioned between EtOAc and water. The aqueous layer was acidified to pH 5 with concentrated HCl and then extracted with EtOAc. The combined organic layers were washed with sat. sodium chloride, dried over sodium sulfate, filtered, and concentrated to provide 2,6-di-tert-...